Task: describe an organic reaction: reactants, conditions, products, and yield. Dataset: the Open Reaction Database (ORD), a public repository of structured organic reaction records Reactants: O=C([O-])[O-], CCOC(=O)C1=CCC(C)(C)c2cc(C#C[Si](C)(C)C)c(C)cc21, CCO, [K+], [K+]. The product is C#Cc1cc2c(cc1C)C(C(=O)OCC)=CCC2(C)C. Reaction SMILES: [C:25](=[O:26])([O-:27])[O-:28].[CH2:1]([CH3:2])[O:3][C:4](=[O:5])[C:6]1=[CH:7][CH2:8][C:9]([CH3:23])([CH3:24])[c:10]2[cH:11][c:12]([C:17]#[C:18][Si:19]([CH3:20])([CH3:21])[CH3:22])[c:13]([CH3:16])[cH:14][c:15]21.[CH3:31][CH2:32][OH:33].[K+:29].[K+:30]>>[CH2:1]([CH3:2])[O:3][C:4](=[O:5])[C:6]1=[CH:7][CH2:8][C:9]([CH3:23])([CH3:24])[c:10]2[cH:11][c:12]([C:17]#[CH:18])[c:13]([CH3:16])[cH:14][c:15]21. Reactants: N(=NC(=O)OC(C)(C)C)C(=O)OC(C)(C)C (di-tert-butyl azodicarboxylate), CCCC(C)C (iso-Hexane), C1(=CC=CC=C1)P(C1=CC=CC=C1)C1=CC=CC=C1 (Triphenylphosphine), COC1=CC=C(C=C1)CCCO (3-(4-methoxyphenyl)-1-propanol), C(=O)(OC(C)(C)C)NC(=NC(=O)OC(C)(C)C)N1N=CC=C1 (N,N′-di-Boc-1H-pyrazole-1-carboxamidine). Run in C(Cl)Cl (DCM). Conditions: temperature 4 celsius, time 5 minute. The product is C(C)(C)(C)OC(N(CCCC1=CC=C(C=C1)OC)/C(/N1N=CC=C1)=N/C(=O)OC(C)(C)C)=O ({[(Z)-tert-Butoxycarbonylimino]-pyrazol-1-yl-methyl}-[3-(4-methoxy-phenyl)-propyl]-carbamic acid tert-butyl ester). RXN SMILES: C1(P(C2C=CC=CC=2)C2C=CC=CC=2)C=CC=CC=1.[CH3:20][O:21][C:22]1[CH:27]=[CH:26][C:25]([CH2:28][CH2:29][CH2:30]O)=[CH:24][CH:23]=1.[C:32]([NH:39][C:40]([N:49]1[CH:53]=[CH:52][CH:51]=[N:50]1)=[N:41][C:42]([O:44][C:45]([CH3:48])([CH3:47])[CH3:46])=[O:43])([O:34][C:35]([CH3:38])([CH3:37])[CH3:36])=[O:33].N(C(OC(C)(C)C)=O)=NC(OC(C)(C)C)=O.CCCC(C)C>C(Cl)Cl>[C:45]([O:44][C:42](=[O:43])[N:41](/[C:40](=[N:39]/[C:32]([O:34][C:35]([CH3:38])([CH3:37])[CH3:36])=[O:33])/[N:49]1[CH:53]=[CH:52][CH:51]=[N:50]1)[CH2:30][CH2:29][CH2:28][C:25]1[CH:24]=[CH:23][C:22]([O:21][CH3:20])=[CH:27][CH:26]=1)([CH3:48])([CH3:47])[CH3:46]. Procedure: PS-Triphenylphosphine (6.40 g, 12.03 mmol) is added to a solution of 3-(4-methoxyphenyl)-1-propanol (1.00 g, 6.02 mmol) in DCM (300 mL), followed by N,N′-di-Boc-1H-pyrazole-1-carboxamidine (1.87 g, 6.02 mmol). The reaction mixture is cooled to 4° C., and di-tert-butyl azodicarboxylate (1.39 g, 6.02 mmol) is added portionwise. The reaction is stirred for 5 minutes at 4° C., and then allowed to warm to RT. The resulting yellow suspension is stirred at RT overnight. The reaction is filtered to remo... Reactants: OCCOCCOCCO, CNS(=O)(=O)c1sccc1CCl, Cl, N#C[K]. The product is CNS(=O)(=O)c1sccc1CC#N. Reaction SMILES: [CH2:17]([OH:18])[CH2:19][O:20][CH2:21][CH2:22][O:23][CH2:24][CH2:25][OH:26].[Cl:1][CH2:2][c:3]1[c:4]([S:8](=[O:9])(=[O:10])[NH:11][CH3:12])[s:5][cH:6][cH:7]1.[ClH:16].[K:13][C:14]#[N:15]>>[CH2:2]([c:3]1[c:4]([S:8](=[O:9])(=[O:10])[NH:11][CH3:12])[s:5][cH:6][cH:7]1)[C:14]#[N:15]. Procedure: Cesium carbonate (1.4 mmol) was added to a solution of (1R,2S)-2-(4-Chlorobenzenesulfonylamino)-cyclohexanecarboxylic acid amide (0.62 mmol) in DMF (7 mL). 4-Chloromethyl-N-ethylbenzamide (0.76 mmol) was added to the mixture followed by potassium iodide (0.75 mmol). Reaction was stirred at room temperature overnight. Reaction mixture was diluted with ethyl acetate (20 mL) then was washed with water (2×15 mL). Organic layer was concentrated in vacuo. Residue was purified by preparatory HPLC (acet... Reaction conditions: time 8 hour. The product is C(N)(=O)[C@@H]1[C@@H](CCCC1)N(S(=O)(=O)C1=CC=C(C=C1)Cl)CC1=CC=C(C(=O)NCC)C=C1 (4-[[(1R,2S)-(2-Carbamoyl-cyclohexyl)-(4-chlorobenzenesulfonyl)-amino]-methyl]-N-ethyl benzamide). Isolated yield 40.5%. The solvent is CN(C)C=O (DMF), C(C)(=O)OCC (ethyl acetate). Reaction SMILES: C(=O)([O-])[O-].[Cs+].[Cs+].[Cl:7][C:8]1[CH:13]=[CH:12][C:11]([S:14]([NH:17][C@H:18]2[CH2:23][CH2:22][CH2:21][CH2:20][C@H:19]2[C:24]([NH2:26])=[O:25])(=[O:16])=[O:15])=[CH:10][CH:9]=1.Cl[CH2:28][C:29]1[CH:39]=[CH:38][C:32]([C:33]([NH:35][CH2:36][CH3:37])=[O:34])=[CH:31][CH:30]=1.[I-].[K+]>CN(C=O)C.C(OCC)(=O)C>[C:24]([C@H:19]1[CH2:20][CH2:21][CH2:22][CH2:23][C@H:18]1[N:17]([CH2:28][C:29]1[CH:39]=[CH:38][C:32]([C:33]([NH:35][CH2:36][CH3:37])=[O:34])=[CH:31][CH:30]=1)[S:14]([C:11]1[CH:12]=[CH:13][C:8]([Cl:7])=[CH:9][CH:10]=1)(=[O:15])=[O:16])(=[O:25])[NH2:26] |f:0.1.2,5.6|. Reactants: ClCC1=CC=C(C(=O)NCC)C=C1 (4-Chloromethyl-N-ethylbenzamide), [I-].[K+] (potassium iodide), C([O-])([O-])=O.[Cs+].[Cs+] (Cesium carbonate), ClC1=CC=C(C=C1)S(=O)(=O)N[C@@H]1[C@@H](CCCC1)C(=O)N ((1R,2S)-2-(4-Chlorobenzenesulfonylamino)-cyclohexanecarboxylic acid amide). The reactants are 4-nitro, 5-nitro, NC1=NC=C(C(=N1)N)C1=C(C(=C(C(=C1)Cl)[N+](=O)[O-])Cl)Cl (2,4-Diamino-5-(4-nitro-2,3,5-trichlorophenyl) pyrimidine), NC1=NC=C(C(=N1)N)C1=C(C(=CC=C1)Cl)Cl (2,4-diamino-5-(2,3-dichlorophenyl)pyrimidine). Product: NC1=NC=C(C(=N1)N)C1=C(C(=C(C=C1)[N+](=O)[O-])Cl)Cl (2,4-Diamino-5-(2,3-dichloro-4-nitrophenyl)-pyrimidine). As a reaction SMILES: [NH2:1][C:2]1[N:7]=[C:6]([NH2:8])[C:5]([C:9]2[CH:14]=[C:13](Cl)[C:12]([N+:16]([O-:18])=[O:17])=[C:11]([Cl:19])[C:10]=2[Cl:20])=[CH:4][N:3]=1.NC1N=C(N)C(C2C=CC=C(Cl)C=2Cl)=CN=1>>[NH2:1][C:2]1[N:7]=[C:6]([NH2:8])[C:5]([C:9]2[CH:14]=[CH:13][C:12]([N+:16]([O-:18])=[O:17])=[C:11]([Cl:19])[C:10]=2[Cl:20])=[CH:4][N:3]=1. Procedure: This compound was made in an analogous manner to the compound of Example 5 from 2,4-diamino-5-(2,3-dichlorophenyl)pyrimidine (Example 21). The reaction gave a mixture of the 4-nitro and 5-nitro derivatives from which the title compound was separated by column chromatography (SiO2, EtOAc), mp. 237°-9° C. Also separated in this manner was 2,4-diamino-5-(2,3-dichloro-5-nitrophenyl)pyrimidine, mp. 264°-6° C.